This data is from the Open Reaction Database (ORD), a public repository of structured organic reaction records. The task is: describe an organic reaction: reactants, conditions, products, and yield Reactants: C(C=C)#N (acrylonitrile), [Na] (sodium), [Na] (sodium), NCC(=O)O (glycine). Reagents/catalysts: catalyst. Yields the product C(#N)CCN(CC(=O)O)CCC#N (Bis-cyanoethyl glycine). As a reaction SMILES: [C:1](#[N:4])[CH:2]=[CH2:3].[Na].[NH2:6][CH2:7][C:8]([OH:10])=[O:9]>>[C:1]([CH2:2][CH2:3][N:6]([CH2:3][CH2:2][C:1]#[N:4])[CH2:7][C:8]([OH:10])=[O:9])#[N:4] |^1:4|. Reported procedure: Bis-cyanoethyl glycine was prepared in conventional manner by reacting two mols acrylonitrile with one mol sodium salt of glycine in essentially the same manner used in preparing the catalyst of Example 2, except that the sodium salt was neutralized at the end of the reaction. Starting materials: C(C)OC(OCC)(OCC)OCC (tetraethoxymethane), C(C)(=O)O (acetic acid), NC=1C(=C(C(=O)OC)C=CC1)NCC1=CC=C(C=C1)C1=C(C=CC=C1)C(NOC(=O)OCC)=N (Methyl 3-amino-2-[[2'-(ethoxycarbonyloxycarbamimidoyl)biphenyl-4-yl]methylamino]benzoate). Run in O1CCOCC1 (dioxane). Reaction conditions: temperature 100 celsius, time 2 hour. Yields the product C(C)OC1=NC2=C(N1CC1=CC=C(C=C1)C1=C(C=CC=C1)C(NOC(=O)OCC)=N)C(=CC=C2)C(=O)OC (Methyl 2-ethoxy-1-[[2'-(ethoxycarbonyloxy-carbamimidoyl)biphenyl-4-yl]methyl]benzimidazole-7-carboxylate). Reaction SMILES: [NH2:1][C:2]1[C:3]([NH:12][CH2:13][C:14]2[CH:19]=[CH:18][C:17]([C:20]3[CH:25]=[CH:24][CH:23]=[CH:22][C:21]=3[C:26](=[NH:34])[NH:27][O:28][C:29]([O:31][CH2:32][CH3:33])=[O:30])=[CH:16][CH:15]=2)=[C:4]([CH:9]=[CH:10][CH:11]=1)[C:5]([O:7][CH3:8])=[O:6].[CH2:35]([O:37][C:38](OCC)(OCC)OCC)[CH3:36].C(O)(=O)C>O1CCOCC1>[CH2:35]([O:37][C:38]1[N:12]([CH2:13][C:14]2[CH:19]=[CH:18][C:17]([C:20]3[CH:25]=[CH:24][CH:23]=[CH:22][C:21]=3[C:26](=[NH:34])[NH:27][O:28][C:29]([O:31][CH2:32][CH3:33])=[O:30])=[CH:16][CH:15]=2)[C:3]2[C:4]([C:5]([O:7][CH3:8])=[O:6])=[CH:9][CH:10]=[CH:11][C:2]=2[N:1]=1)[CH3:36]. Procedure: The pale brown syrup (8.58 g) obtained in Example (57a) was dissolved in dioxane (20 ml). To the solution were added tetraethoxymethane (8.64 g) and acetic acid (1.56 g). The mixture was stirred for 2 hours at 100° C. The reaction mixture was concentrated to dryness. The residue was crystallized from ethyl acetate (50 ml). Resulting crystalline precipitates were collected by filtration to obtain the title compound. Starting materials: COc1cc(C=Cc2n[nH]c3ccccc23)c([N+](=O)[O-])cc1OCCCN1CCOCC1, CCO, Cl, [Na+], [OH-], [Sn]. Yields the product COc1cc(C=Cc2n[nH]c3ccccc23)c(N)cc1OCCCN1CCOCC1. Reaction SMILES: [CH3:1][O:2][c:3]1[c:4]([O:23][CH2:24][CH2:25][CH2:26][N:27]2[CH2:28][CH2:29][O:30][CH2:31][CH2:32]2)[cH:5][c:6]([N+:20]([O-:21])=[O:22])[c:7]([CH:9]=[CH:10][c:11]2[n:12][nH:13][c:14]3[cH:15][cH:16][cH:17][cH:18][c:19]23)[cH:8]1.[CH3:37][CH2:38][OH:39].[ClH:34].[Na+:36].[OH-:35].[Sn:33]>>[CH3:1][O:2][c:3]1[c:4]([O:23][CH2:24][CH2:25][CH2:26][N:27]2[CH2:28][CH2:29][O:30][CH2:31][CH2:32]2)[cH:5][c:6]([NH2:20])[c:7]([CH:9]=[CH:10][c:11]2[n:12][nH:13][c:14]3[cH:15][cH:16][cH:17][cH:18][c:19]23)[cH:8]1. Starting materials: BrC(Br)(Br)Br, CCOC(C)=O, ClCCl, CCCc1cc(CO)ccc1OC(C(=O)OC(C)(C)C)c1ccccc1, c1ccc(P(c2ccccc2)c2ccccc2)cc1. The product is CCCc1cc(CBr)ccc1OC(C(=O)OC(C)(C)C)c1ccccc1. Reaction SMILES: [C:46]([Br:47])([Br:48])([Br:49])[Br:50].[CH3:51][CH2:52][O:53][C:54]([CH3:55])=[O:56].[Cl:57][CH2:58][Cl:59].[OH:1][CH2:2][c:3]1[cH:4][c:5]([CH2:24][CH2:25][CH3:26])[c:6]([O:7][CH:8]([C:9](=[O:10])[O:11][C:12]([CH3:13])([CH3:14])[CH3:15])[c:16]2[cH:17][cH:18][cH:19][cH:20][cH:21]2)[cH:22][cH:23]1.[c:27]1([P:28]([c:29]2[cH:30][cH:31][cH:32][cH:33][cH:34]2)[c:35]2[cH:36][cH:37][cH:38][cH:39][cH:40]2)[cH:41][cH:42][cH:43][cH:44][cH:45]1>>[CH2:2]([c:3]1[cH:4][c:5]([CH2:24][CH2:25][CH3:26])[c:6]([O:7][CH:8]([C:9](=[O:10])[O:11][C:12]([CH3:13])([CH3:14])[CH3:15])[c:16]2[cH:17][cH:18][cH:19][cH:20][cH:21]2)[cH:22][cH:23]1)[Br:47].